Dataset: the Open Reaction Database (ORD), a public repository of structured organic reaction records. Task: describe an organic reaction: reactants, conditions, products, and yield Starting materials: C(C)N1N=C(C=C1O)C(F)(F)F (1-ethyl-3-trifluoromethyl-1H-pyrazol-5-ol), P(=O)(Cl)(Cl)Cl (phosphorus oxychloride), CN(C=O)C (N,N-dimethylformamide). Solvent: O (water). Yields the product crude product, ClC1=C(C(=NN1CC)C(F)(F)F)C=O (5-chloro-1-ethyl-3-trifluoromethyl-1H-pyrazole-4-carboaldehyde). Reaction SMILES: P(Cl)(Cl)([Cl:3])=O.CN(C)[CH:8]=[O:9].[CH2:11]([N:13]1[C:17](O)=[CH:16][C:15]([C:19]([F:22])([F:21])[F:20])=[N:14]1)[CH3:12]>O>[Cl:3][C:17]1[N:13]([CH2:11][CH3:12])[N:14]=[C:15]([C:19]([F:22])([F:21])[F:20])[C:16]=1[CH:8]=[O:9]. Procedure: 91.1 g (591.2 mmoles) of phosphorus oxychloride was added to 18.0 g (246.3 mmoles) of N,N-dimethylformamide with ice-cooling. Thereto was added, at room temperature, 35.5 g (197.1 mmoles) of 1-ethyl-3-trifluoromethyl-1H-pyrazol-5-ol. The mixture was heated and refluxed for 3 hours to give rise to a reaction. After the completion of the reaction, the reaction mixture was poured into water with ice-cooling, and extraction with chloroform was conducted. The resulting organic layer was washed with a... Reactants: COC(=O)C1=C(C)NC(C)=C(C(=O)OC(C)C)C1c1cccc(NO)c1, O=Cc1ccccc1[N+](=O)[O-]. Product: COC(=O)C1=C(C)NC(C)=C(C(=O)OC(C)C)C1c1cccc([N+]([O-])=Cc2ccccc2[N+](=O)[O-])c1. As a reaction SMILES: [CH3:1][C:2]1=[C:7]([C:8](=[O:9])[O:10][CH3:11])[CH:6]([c:12]2[cH:13][c:14]([NH:18][OH:19])[cH:15][cH:16][cH:17]2)[C:5]([C:20](=[O:21])[O:22][CH:23]([CH3:24])[CH3:25])=[C:4]([CH3:26])[NH:3]1.[N+:27](=[O:28])([O-:29])[c:30]1[c:31]([CH:32]=[O:33])[cH:34][cH:35][cH:36][cH:37]1>>[CH3:1][C:2]1=[C:7]([C:8](=[O:9])[O:10][CH3:11])[CH:6]([c:12]2[cH:13][c:14]([N+:18]([O-:19])=[CH:32][c:31]3[c:30]([N+:27](=[O:28])[O-:29])[cH:37][cH:36][cH:35][cH:34]3)[cH:15][cH:16][cH:17]2)[C:5]([C:20](=[O:21])[O:22][CH:23]([CH3:24])[CH3:25])=[C:4]([CH3:26])[NH:3]1. Starting materials: [Al+3], CCOC(=O)C(C)(C)c1ccccc1, [Cl-], [Cl-], [Cl-], O=C(Cl)CCCCl, O, S=C=S. Yields the product CCOC(=O)C(C)(C)c1ccc(C(=O)CCCCl)cc1. RXN SMILES: [Al+3:9].[CH3:12][C:13]([C:14](=[O:15])[O:16][CH2:17][CH3:18])([CH3:19])[c:20]1[cH:21][cH:22][cH:23][cH:24][cH:25]1.[Cl-:10].[Cl-:11].[Cl-:8].[Cl:1][CH2:2][CH2:3][CH2:4][C:5](=[O:6])[Cl:7].[OH2:26].[S:27]=[C:28]=[S:29]>>[Cl:1][CH2:2][CH2:3][CH2:4][C:5](=[O:6])[c:23]1[cH:22][cH:21][c:20]([C:13]([CH3:12])([C:14](=[O:15])[O:16][CH2:17][CH3:18])[CH3:19])[cH:25][cH:24]1. The reactants are O=C(O)Cc1cc(F)cc(F)c1, C#CC(C)(C)N. The reagents and catalysts are [B-](F)(F)(F)F.CN(C)C(=[N+](C)C)ON1C(=O)CCC1=O (TSTU), CCN(C(C)C)C(C)C (DIPEA). Solvent: CN(C)C=O (DMF), CN(C)C=O (DMF), CN(C)C=O (DMF), CN(C)C=O (DMF), CN(C)C=O (DMF), CN(C)C=O (DMF). Run at temperature 25 celsius, time 2 hour. The product is C#CC(C)(C)NC(=O)Cc1cc(F)cc(F)c1. The yield is 63.3%. As a reaction SMILES: C#CC(C)(C)N.O=C(O)Cc1cc(F)cc(F)c1.[B-](F)(F)(F)F.CN(C)C(=[N+](C)C)ON1C(=O)CCC1=O.CCN(C(C)C)C(C)C.CN(C)C=O>>C#CC(C)(C)NC(=O)Cc1cc(F)cc(F)c1. Reactants: CC(C)n1nc(N)nc1-c1cn2c(n1)-c1ccc(Br)cc1OCC2, C1CCOC1, CCOC(C)=O, [K+], [K+], [K+], O, O=P([O-])([O-])[O-]. Yields the product CC(C)n1nc(N)nc1-c1cn2c(n1)-c1ccc(C3CC3)cc1OCC2. RXN SMILES: [Br:1][c:2]1[cH:3][c:4]2[c:5]([cH:23][cH:24]1)-[c:6]1[n:7]([cH:11][c:12](-[c:14]3[n:15][c:16]([NH2:22])[n:17][n:18]3[CH:19]([CH3:20])[CH3:21])[n:13]1)[CH2:8][CH2:9][O:10]2.[CH2:33]1[CH2:34][CH2:35][CH2:36][O:37]1.[CH3:39][CH2:40][O:41][C:42]([CH3:43])=[O:44].[K+:30].[K+:31].[K+:32].[OH2:38].[P:25]([O-:26])([O-:27])([O-:28])=[O:29]>>[c:2]1([CH:34]2[CH2:35][CH2:36]2)[cH:3][c:4]2[c:5]([cH:23][cH:24]1)-[c:6]1[n:7]([cH:11][c:12](-[c:14]3[n:15][c:16]([NH2:22])[n:17][n:18]3[CH:19]([CH3:20])[CH3:21])[n:13]1)[CH2:8][CH2:9][O:10]2. Reactants: O=C([O-])[O-], COCCOC, Cc1ccc(B(O)O)cn1, C=Cc1cnc(Cl)c(Cl)c1, [Na+], [Na+], O, c1ccc(P(c2ccccc2)(c2ccccc2)[Pd](P(c2ccccc2)(c2ccccc2)c2ccccc2)(P(c2ccccc2)(c2ccccc2)c2ccccc2)P(c2ccccc2)(c2ccccc2)c2ccccc2)cc1. Product: C=Cc1cnc(-c2ccc(C)nc2)c(Cl)c1. RXN SMILES: [C:1](=[O:2])([O-:3])[O-:4].[CH3:27][O:28][CH2:29][CH2:30][O:31][CH3:32].[CH3:7][c:8]1[cH:9][cH:10][c:11]([B:14]([OH:15])[OH:16])[cH:12][n:13]1.[Cl:17][c:18]1[n:19][cH:20][c:21]([CH:25]=[CH2:26])[cH:22][c:23]1[Cl:24].[Na+:5].[Na+:6].[OH2:33].[cH:34]1[cH:35][cH:36][c:37]([P:38]([Pd:39]([P:40]([c:41]2[cH:42][cH:43][cH:44][cH:45][cH:46]2)([c:47]2[cH:48][cH:49][cH:50][cH:51][cH:52]2)[c:53]2[cH:54][cH:55][cH:56][cH:57][cH:58]2)([P:59]([c:60]2[cH:61][cH:62][cH:63][cH:64][cH:65]2)([c:66]2[cH:67][cH:68][cH:69][cH:70][cH:71]2)[c:72]2[cH:73][cH:74][cH:75][cH:76][cH:77]2)[P:78]([c:79]2[cH:80][cH:81][cH:82][cH:83][cH:84]2)([c:85]2[cH:86][cH:87][cH:88][cH:89][cH:90]2)[c:91]2[cH:92][cH:93][cH:94][cH:95][cH:96]2)([c:97]2[cH:98][cH:99][cH:100][cH:101][cH:102]2)[c:103]2[cH:104][cH:105][cH:106][cH:107][cH:108]2)[cH:109][cH:110]1>>[CH3:7][c:8]1[cH:9][cH:10][c:11](-[c:18]2[n:19][cH:20][c:21]([CH:25]=[CH2:26])[cH:22][c:23]2[Cl:24])[cH:12][n:13]1. Starting materials: solid, BrC1=CC(=CC=2C(=C3N(C12)CCNC3=O)C)Cl (6-bromo-8-chloro-10-methyl-3,4-dihydro-2H-pyrazino[1,2-a]indol-1-one), BrC1=CC(=CC=2C(=C3N(C12)CCNC3=O)C)Cl (6-bromo-8-chloro-10-methyl-3,4-dihydro-2H-pyrazino[1,2-a]indol-1-one), CN(C1=CC=C(C=C1)B(O)O)C (4-dimethylamino-phenylboronic acid). The product is ClC1=CC=2C(=C3N(C2C(=C1)C1=CC=C(C=C1)N(C)C)CCNC3=O)C (8-Chloro-6-(4-dimethylamino-phenyl)-10-methyl-3,4-dihydro-2H-pyrazino[1,2-a]indol-1-one). As a reaction SMILES: Br[C:2]1[C:10]2[N:9]3[CH2:11][CH2:12][NH:13][C:14](=[O:15])[C:8]3=[C:7]([CH3:16])[C:6]=2[CH:5]=[C:4]([Cl:17])[CH:3]=1.[CH3:18][N:19]([CH3:29])[C:20]1[CH:25]=[CH:24][C:23](B(O)O)=[CH:22][CH:21]=1>>[Cl:17][C:4]1[CH:3]=[C:2]([C:23]2[CH:24]=[CH:25][C:20]([N:19]([CH3:29])[CH3:18])=[CH:21][CH:22]=2)[C:10]2[N:9]3[CH2:11][CH2:12][NH:13][C:14](=[O:15])[C:8]3=[C:7]([CH3:16])[C:6]=2[CH:5]=1. Procedure details: The title compound, white solid (31 mg, 35%), MS (ISP) m/z=354.5 [(M+H)+], mp 227° C., was prepared in accordance with the general method of example 1 from 6-bromo-8-chloro-10-methyl-3,4-dihydro-2H-pyrazino[1,2-a]indol-1-one (intermediate 12) (78.4 mg, 0.25 mmol) and commercially available 4-dimethylamino-phenylboronic acid (53.6 mg, 0.325 mmol). Reactants: O=Cc1cccc(Br)c1, CC(=O)O, ClCCCl, Nc1cccc(Oc2ccccc2)c1, O. Product: Brc1cccc(CNc2cccc(Oc3ccccc3)c2)c1. RXN SMILES: [Br:5][c:6]1[cH:7][c:8]([CH:9]=[O:10])[cH:11][cH:12][cH:13]1.[CH3:28][C:29](=[O:30])[OH:31].[Cl:1][CH2:2][CH2:3][Cl:4].[O:14]([c:15]1[cH:16][cH:17][cH:18][cH:19][cH:20]1)[c:21]1[cH:22][c:23]([NH2:24])[cH:25][cH:26][cH:27]1.[OH2:32]>>[Br:5][c:6]1[cH:7][c:8]([CH2:9][NH:24][c:23]2[cH:22][c:21]([O:14][c:15]3[cH:16][cH:17][cH:18][cH:19][cH:20]3)[cH:27][cH:26][cH:25]2)[cH:11][cH:12][cH:13]1. Reactants: Cl.O1C=C(C=C1)C(=O)CN ((3-furylcarbonyl)methylamine hydrochloride), C([O-])(O)=O.[Na+] (sodium bicarbonate), C(C1=CC=CC=C1)(=O)Cl (benzoyl chloride). Product: C(C1=CC=CC=C1)(=O)NCC(=O)C1=COC=C1 (N-benzoyl-(3-furylcarbonyl)methylamine). Yield: 91.6%. RXN SMILES: Cl.[O:2]1[CH:6]=[CH:5][C:4]([C:7]([CH2:9][NH2:10])=[O:8])=[CH:3]1.C(=O)(O)[O-].[Na+].[C:16](Cl)(=[O:23])[C:17]1[CH:22]=[CH:21][CH:20]=[CH:19][CH:18]=1>>[C:16]([NH:10][CH2:9][C:7]([C:4]1[CH:5]=[CH:6][O:2][CH:3]=1)=[O:8])(=[O:23])[C:17]1[CH:22]=[CH:21][CH:20]=[CH:19][CH:18]=1 |f:0.1,2.3|. Procedure details: 6.0 g of (3-furylcarbonyl)methylamine hydrochloride, 7.8 g of sodium bicarbonate and 5.7 g of benzoyl chloride are treated in the same manner as described in Preparation 1-(1). 7.8 g of N-benzoyl-(3-furylcarbonyl)methylamine are thereby obtained. Yield: 91.8% Yields the product OCCOCC(O)c1cccc2ccccc12. RXN SMILES: [CH3:1][C:2]([CH3:3])([O-:4])[CH3:5].[CH3:24][CH2:25][O:26][C:27](=[O:28])[CH3:29].[K+:6].[OH2:30].[OH:7][CH2:8][CH2:9][OH:10].[c:11]1([CH:21]2[O:22][CH2:23]2)[cH:12][cH:13][cH:14][c:15]2[cH:16][cH:17][cH:18][cH:19][c:20]12>>[OH:7][CH2:8][CH2:9][O:10][CH2:23][CH:21]([c:11]1[cH:12][cH:13][cH:14][c:15]2[cH:16][cH:17][cH:18][cH:19][c:20]12)[OH:22]. Reactants: CC(C)(C)[O-], CCOC(C)=O, [K+], O, OCCO, c1ccc2c(C3CO3)cccc2c1.